This data is from the Open Reaction Database (ORD), a public repository of structured organic reaction records. The task is: describe an organic reaction: reactants, conditions, products, and yield Yields the product COc1cc2c(cc1C(=CC=CC(C)=CC(=O)O)C(F)(F)F)C(C)(C)CCC2(C)C. Reaction SMILES: [CH2:1]([CH3:2])[O:3][C:4]([CH:5]=[C:6]([CH:7]=[CH:8][CH:9]=[C:10]([C:11]([F:12])([F:13])[F:14])[c:15]1[cH:16][c:17]2[c:22]([cH:23][c:24]1[O:25][CH3:26])[C:21]([CH3:27])([CH3:28])[CH2:20][CH2:19][C:18]2([CH3:29])[CH3:30])[CH3:31])=[O:32].[CH3:36][CH2:37][OH:38].[ClH:35].[Na+:34].[OH-:33]>>[O:3]=[C:4]([CH:5]=[C:6]([CH:7]=[CH:8][CH:9]=[C:10]([C:11]([F:12])([F:13])[F:14])[c:15]1[cH:16][c:17]2[c:22]([cH:23][c:24]1[O:25][CH3:26])[C:21]([CH3:27])([CH3:28])[CH2:20][CH2:19][C:18]2([CH3:29])[CH3:30])[CH3:31])[OH:32]. Reactants: CCOC(=O)C=C(C)C=CC=C(c1cc2c(cc1OC)C(C)(C)CCC2(C)C)C(F)(F)F, CCO, Cl, [Na+], [OH-]. Starting materials: CO, O=[N+]([O-])c1ccc(Cl)nc1, Nc1ccc(O)cc1, [Na+], [OH-]. The product is Nc1ccc(Oc2ccc([N+](=O)[O-])cn2)cc1. Reaction SMILES: [CH3:21][OH:22].[Cl:11][c:12]1[n:13][cH:14][c:15]([N+:18](=[O:19])[O-:20])[cH:16][cH:17]1.[NH2:3][c:4]1[cH:5][cH:6][c:7]([OH:8])[cH:9][cH:10]1.[Na+:2].[OH-:1]>>[NH2:3][c:4]1[cH:5][cH:6][c:7]([O:8][c:12]2[n:13][cH:14][c:15]([N+:18](=[O:19])[O-:20])[cH:16][cH:17]2)[cH:9][cH:10]1. Reactants: NN1C(C2=CC=CC=C2C(=N1)N1CCOCC1)=O (2-amino-4-morpholinophthalazin-1(2H)-one), COC1=C(C=CC=C1OC)CC(=O)O (2-(2,3-dimethoxyphenyl)acetic acid). Yields the product COC1=C(C=CC=C1OC)CC(=O)NN1C(C2=CC=CC=C2C(=N1)N1CCOCC1)=O (2-(2,3-dimethoxyphenyl)-N-[4-(morpholin-4-yl)-1-oxophthalazin-2(1H)-yl]acetamide). As a reaction SMILES: [NH2:1][N:2]1[N:11]=[C:10]([N:12]2[CH2:17][CH2:16][O:15][CH2:14][CH2:13]2)[C:9]2[C:4](=[CH:5][CH:6]=[CH:7][CH:8]=2)[C:3]1=[O:18].[CH3:19][O:20][C:21]1[C:26]([O:27][CH3:28])=[CH:25][CH:24]=[CH:23][C:22]=1[CH2:29][C:30](O)=[O:31]>>[CH3:19][O:20][C:21]1[C:26]([O:27][CH3:28])=[CH:25][CH:24]=[CH:23][C:22]=1[CH2:29][C:30]([NH:1][N:2]1[N:11]=[C:10]([N:12]2[CH2:17][CH2:16][O:15][CH2:14][CH2:13]2)[C:9]2[C:4](=[CH:5][CH:6]=[CH:7][CH:8]=2)[C:3]1=[O:18])=[O:31]. Procedure details: The product of Example 1B and 2-(2,3-dimethoxyphenyl)acetic acid were treated using a method similar to that described in Example 111 to give the title compound. 1H NMR (500 MHz, DMSO-d6/Deuterium Oxide) δ ppm 8.31 (d, J=7.9 Hz, 1H), 7.97-8.04 (m, 2H), 7.89-7.92 (m, 1H), 7.04 (t, J=7.8 Hz, 1H), 6.93-6.99 (m, 2H), 3.84-3.81 (d, J=4.2 Hz, 4H), 3.81 (s, 3H), 3.77 (s, 3H), 3.64 (s, 2H), 3.06-3.10 (m, 4H); MS (ESI+) M/Z 425 (M+H)+. The reactants are [N+](=O)([O-])C1=C(C=CC=C1)S(=O)(=O)O (2-nitrobenzenesulfonic acid), [N+](=O)([O-])C=1C=C(C=CC1)S(=O)(=O)[O-].[Na+] (sodium 3-nitrobenzenesulfonate), [N+](=O)([O-])C1=CC=CC=C1 (nitrobenzene), [OH-].[Na+] (sodium hydroxide), N(NC1=CC=CC=C1)C1=CC=CC=C1 (hydrazobenzene), S(O)(O)(=O)=O (sulfuric acid). Reagents/catalysts: [Zn] (zinc). Product: NC1=CC=C(C=C1)C1=CC=C(C=C1)N (4,4′-diaminobiphenyl). RXN SMILES: [N+:1]([C:4]1[CH:9]=[CH:8][CH:7]=[CH:6][C:5]=1S(O)(=O)=O)([O-])=O.[N+:14]([C:17]1[CH:18]=[C:19](S([O-])(=O)=O)[CH:20]=[CH:21][CH:22]=1)([O-])=O.[Na+].[N+](C1C=CC=CC=1)([O-])=O.[OH-].[Na+].N(C1C=CC=CC=1)NC1C=CC=CC=1.S(=O)(=O)(O)O>[Zn]>[NH2:1][C:4]1[CH:9]=[CH:8][C:7]([C:20]2[CH:19]=[CH:18][C:17]([NH2:14])=[CH:22][CH:21]=2)=[CH:6][CH:5]=1 |f:1.2,4.5|. Procedure details: A 2-nitrobenzenesulfonic acid derivative (e.g. sodium 2-nitrobenzenesulfonate) or a 3-nitrobenzenesuflonic acid derivative (e.g. sodium 3-nitrobenzenesulfonate) and nitrobenzene are treated with zinc dust in the presence of an alkali (e.g. sodium hydroxide) and the resulting hydrazobenzene derivative is treated with sulfuric acid, to give the corresponding 4,4′-diaminobiphenyl derivative. This is diazotized using sodium nitrite under acidic conditions in the presence of hydrochloric acid, follow... Starting materials: C(C)[C@]12C(CC[C@H]2[C@H]2[C@H](CC1)[C@H]1CCC(C=C1CC2)=O)=O (13β-ethyl-gon-4-en-3,17-dione), N (ammonia), N (ammonia), [C-]#[C-].[K+].[K+] (potassium acetylide). The solvent is benzene-ether, CC(=O)C (acetone). Product: C(C)[C@]12[C@](CC[C@H]2[C@H]2[C@H](CC1)[C@H]1CCC(C=C1CC2)=O)(O)C#C (13β-ethyl-17α-ethynyl-17-hydroxy-gon-4-en-3-one). As a reaction SMILES: [CH2:1]([C@:3]12[CH2:11][CH2:10][C@@H:9]3[C@@H:12]4[C:17]([CH2:18][CH2:19][C@H:8]3[C@@H:7]1[CH2:6][CH2:5][C:4]2=[O:21])=[CH:16][C:15](=[O:20])[CH2:14][CH2:13]4)[CH3:2].N.[C-:23]#[C-:24].[K+].[K+]>CC(C)=O>[CH2:1]([C@:3]12[CH2:11][CH2:10][C@@H:9]3[C@@H:12]4[C:17]([CH2:18][CH2:19][C@H:8]3[C@@H:7]1[CH2:6][CH2:5][C@:4]2([C:23]#[CH:24])[OH:21])=[CH:16][C:15](=[O:20])[CH2:14][CH2:13]4)[CH3:2] |f:2.3.4|. Procedure details: 500 Mg. of 13β-ethyl-gon-4-en-3,17-dione produced in Example 135, was dissolved in 10 ml. of a benzene-ether solvent mixture (1:1) and added to a solution of 50 ml. of liquid ammonia containing 0.1 ml. of acetone and 0.5 g. of potassium acetylide. The reaction mixture was agitated at the ammonia boiling point for 2 hours and then the ammonia was evaporated at room temperature. The organic materials were extracted with ether and then the solvent was evaporated in vacuo. The residue was purified b... Reactants: O[C@@H](C(=O)OC)C ((R)-methyl 2-hydroxypropanoate), C1=CC=C(C=C1)P(C2=CC=CC=C2)C3=CC=CC=C3 (PPh3), CCOC(=O)/N=N/C(=O)OCC (DEAD), Cl (HCl), N1=CC=CC2=CC=CC(=C12)O (quinolin-8-ol). The solvent is C1CCOC1 (THF). Reaction conditions: temperature 25 celsius, time 16 hour. Yields the product N1=CC=CC2=CC=CC(=C12)O[C@H](C(=O)OC)C ((S)-methyl 2-(quinolin-8-yloxy)propanoate). RXN SMILES: [N:1]1[C:10]2[C:5](=[CH:6][CH:7]=[CH:8][C:9]=2[OH:11])[CH:4]=[CH:3][CH:2]=1.O[C@H:13]([CH3:18])[C:14]([O:16][CH3:17])=[O:15].C1C=CC(P(C2C=CC=CC=2)C2C=CC=CC=2)=CC=1.CCOC(/N=N/C(OCC)=O)=O.Cl>C1COCC1>[N:1]1[C:10]2[C:5](=[CH:6][CH:7]=[CH:8][C:9]=2[O:11][C@@H:13]([CH3:18])[C:14]([O:16][CH3:17])=[O:15])[CH:4]=[CH:3][CH:2]=1. Procedure details: To a stirred mixture of quinolin-8-ol (300 mg, 2.07 mmol) in THF (5 mL) was added (R)-methyl 2-hydroxypropanoate (215 mg, 2.07 mmol), PPh3 (647 mg, 2.47 mmol) and DEAD (430 mg, 2.47 mmol). The mixture was stirred at 25° C. for 16 hours. Subsequently, 1M HCl was added (10 mL) and the solution was washed with EtOAc (20 mL×3). The pH of the aqueous solution was raised by addition of aqueous NaHCO3 (10 mL), and then this solution was washed with EtOAc (10 mL×3). The combined organic extracts were wa... Reactants: O=C([O-])O, CCOC(C)=O, Cl, O=C(Cl)c1ccc(C(F)(F)F)cc1, NC(Cc1ccc(C(F)(F)F)cc1)C(O)c1ccc(F)cc1, [Na+], O. As a reaction SMILES: [C:37](=[O:38])([O-:39])[OH:40].[CH3:42][CH2:43][O:44][C:45](=[O:46])[CH3:47].[ClH:1].[F:24][C:25]([c:26]1[cH:27][cH:28][c:29]([C:30](=[O:31])[Cl:32])[cH:33][cH:34]1)([F:35])[F:36].[F:2][c:3]1[cH:4][cH:5][c:6]([CH:9]([CH:10]([CH2:11][c:12]2[cH:13][cH:14][c:15]([C:18]([F:19])([F:20])[F:21])[cH:16][cH:17]2)[NH2:22])[OH:23])[cH:7][cH:8]1.[Na+:41].[OH2:48]>>[F:2][c:3]1[cH:4][cH:5][c:6]([CH:9]([CH:10]([CH2:11][c:12]2[cH:13][cH:14][c:15]([C:18]([F:19])([F:20])[F:21])[cH:16][cH:17]2)[NH:22][C:30]([c:29]2[cH:28][cH:27][c:26]([C:25]([F:24])([F:35])[F:36])[cH:34][cH:33]2)=[O:31])[OH:23])[cH:7][cH:8]1. Product: O=C(NC(Cc1ccc(C(F)(F)F)cc1)C(O)c1ccc(F)cc1)c1ccc(C(F)(F)F)cc1. Starting materials: C(C)(C)(C)[O-].[K+] (potassium tert.-butanolate), CI (methyl iodide), C(C)OC(CC(=O)CC)=S (4-methylthioacetoacetic acid ethyl ester). The solvent is O1CCCC1 (tetrahydrofuran). Reaction conditions: temperature 60 celsius, time 12 hour. The product is C(C)OC(C(C(=O)CC)C)=S (2-methyl-4-methylthioacetoacetic acid ethyl ester). Isolated yield 80.3%. Reaction SMILES: [C:1]([O-])(C)(C)C.[K+].CI.[CH2:9]([O:11][C:12](=[S:18])[CH2:13][C:14]([CH2:16][CH3:17])=[O:15])[CH3:10]>O1CCCC1>[CH2:9]([O:11][C:12](=[S:18])[CH:13]([CH3:1])[C:14]([CH2:16][CH3:17])=[O:15])[CH3:10] |f:0.1|. Procedure details: First 12.3 g (0.11 mol) of potassium tert.-butanolate and then 15.6 g (0.11 mol) of methyl iodide were added to a solution of 17.6 g (0.1 mol) of 4-methylthioacetoacetic acid ethyl ester in 100 ml of tetrahydrofuran, while cooling. The mixture was subsequently stirred at 60° C. for 12 hours, the solvent was then distilled off in vacuo, 200 ml of methylene chloride were added to the residue and the solution was extracted by shaking twice with 100 ml of water each time. The organic phase was dried...